This data is from the Open Reaction Database (ORD), a public repository of structured organic reaction records. The task is: describe an organic reaction: reactants, conditions, products, and yield RXN SMILES: [ClH:1].[ClH:2].[ClH:3].[F:28][c:29]1[cH:30][cH:31][c:32]([S:35](=[O:36])(=[O:37])[Cl:38])[cH:33][cH:34]1.[O:4]1[CH2:5][CH2:6][c:7]2[c:8]1[c:9]([N:13]1[CH2:14][CH2:15][N:16]([CH2:19][CH2:20][CH:21]3[CH2:22][CH2:23][CH:24]([NH2:27])[CH2:25][CH2:26]3)[CH2:17][CH2:18]1)[n:10][cH:11][cH:12]2>>[O:4]1[CH2:5][CH2:6][c:7]2[c:8]1[c:9]([N:13]1[CH2:14][CH2:15][N:16]([CH2:19][CH2:20][CH:21]3[CH2:22][CH2:23][CH:24]([NH:27][S:35]([c:32]4[cH:31][cH:30][c:29]([F:28])[cH:34][cH:33]4)(=[O:36])=[O:37])[CH2:25][CH2:26]3)[CH2:17][CH2:18]1)[n:10][cH:11][cH:12]2. Starting materials: Cl, Cl, Cl, O=S(=O)(Cl)c1ccc(F)cc1, NC1CCC(CCN2CCN(c3nccc4c3OCC4)CC2)CC1. Yields the product O=S(=O)(NC1CCC(CCN2CCN(c3nccc4c3OCC4)CC2)CC1)c1ccc(F)cc1. Product: COc1ccc(-c2c(-c3cccc(F)c3)nc(N)n(C)c2=O)cn1. As a reaction SMILES: [CH3:28][N:29]([CH3:30])[CH:31]=[O:32].[H-:24].[I:26][CH3:27].[NH2:1][c:2]1[n:3][c:4](-[c:17]2[cH:18][c:19]([F:23])[cH:20][cH:21][cH:22]2)[c:5](-[c:9]2[cH:10][n:11][c:12]([O:15][CH3:16])[cH:13][cH:14]2)[c:6](=[O:8])[nH:7]1.[Na+:25]>>[NH2:1][c:2]1[n:3][c:4](-[c:17]2[cH:18][c:19]([F:23])[cH:20][cH:21][cH:22]2)[c:5](-[c:9]2[cH:10][n:11][c:12]([O:15][CH3:16])[cH:13][cH:14]2)[c:6](=[O:8])[n:7]1[CH3:27]. Reactants: CN(C)C=O, [H-], CI, COc1ccc(-c2c(-c3cccc(F)c3)nc(N)[nH]c2=O)cn1, [Na+]. The reactants are C1(=CC=CC=C1)C(C1=CC=CC=C1)OC(=O)C1=C(CS([C@H]2N1C([C@H]2NC(\C(=N/OC(C2=CC=CC=C2)(C2=CC=CC=C2)C2=CC=CC=C2)\C=2N=C(SC2)NC(=O)OC(C)(C)C)=O)=O)=O)SC(C)SC2=NNC=N2 (7β-[(Z)-2-(2-t-butoxycarbonylaminothiazol -4-yl)-2-trityloxyiminoacetylamino]-3-(1-methyl-1,2,4-triazol-3-ylthiomethylthio)-3-cephem-4-carboxylic acid diphenylmethyl ester 1-oxide), P(Cl)(Cl)Cl (phosphorus trichloride), C(O)([O-])=O.[Na+] (sodium hydrogen carbonate), C(C)(=O)OCC (ethyl acetate). The solvent is CN(C=O)C (dimethylformamide). Reaction conditions: time 20 minute. The product is C1(=CC=CC=C1)C(C1=CC=CC=C1)OC(=O)C1=C(CS[C@H]2N1C([C@H]2NC(\C(=N/OC(C2=CC=CC=C2)(C2=CC=CC=C2)C2=CC=CC=C2)\C=2N=C(SC2)NC(=O)OC(C)(C)C)=O)=O)SC(C)SC2=NNC=N2 (7β-[(Z)-2- (2-t-butoxycarbonylaminothiazol-4-yl) -2-trityloxyiminoacetamido]-3-(1- methyl-1,2,4-triazol-3-ylthiomethylthio) -3-cephem-4-carboxylic acid diphenylmethyl ester). Yield: 90.7%. As a reaction SMILES: [C:1]1([CH:7]([O:14][C:15]([C:17]2[N:22]3[C:23](=[O:63])[C@@H:24]([NH:25][C:26](=[O:62])/[C:27](/[C:49]4[N:50]=[C:51]([NH:54][C:55]([O:57][C:58]([CH3:61])([CH3:60])[CH3:59])=[O:56])[S:52][CH:53]=4)=[N:28]\[O:29][C:30]([C:43]4[CH:48]=[CH:47][CH:46]=[CH:45][CH:44]=4)([C:37]4[CH:42]=[CH:41][CH:40]=[CH:39][CH:38]=4)[C:31]4[CH:36]=[CH:35][CH:34]=[CH:33][CH:32]=4)[C@H:21]3[S:20](=O)[CH2:19][C:18]=2[S:65][CH:66]([S:68][C:69]2[N:73]=[CH:72][NH:71][N:70]=2)[CH3:67])=[O:16])[C:8]2[CH:13]=[CH:12][CH:11]=[CH:10][CH:9]=2)[CH:6]=[CH:5][CH:4]=[CH:3][CH:2]=1.P(Cl)(Cl)Cl.C(=O)([O-])O.[Na+].C(OCC)(=O)C>CN(C)C=O>[C:1]1([CH:7]([O:14][C:15]([C:17]2[N:22]3[C:23](=[O:63])[C@@H:24]([NH:25][C:26](=[O:62])/[C:27](/[C:49]4[N:50]=[C:51]([NH:54][C:55]([O:57][C:58]([CH3:61])([CH3:60])[CH3:59])=[O:56])[S:52][CH:53]=4)=[N:28]\[O:29][C:30]([C:37]4[CH:42]=[CH:41][CH:40]=[CH:39][CH:38]=4)([C:43]4[CH:48]=[CH:47][CH:46]=[CH:45][CH:44]=4)[C:31]4[CH:32]=[CH:33][CH:34]=[CH:35][CH:36]=4)[C@H:21]3[S:20][CH2:19][C:18]=2[S:65][CH:66]([S:68][C:69]2[N:73]=[CH:72][NH:71][N:70]=2)[CH3:67])=[O:16])[C:8]2[CH:13]=[CH:12][CH:11]=[CH:10][CH:9]=2)[CH:2]=[CH:3][CH:4]=[CH:5][CH:6]=1 |f:2.3|. Procedure details: To a solution of 7β-[(Z)-2-(2-t-butoxycarbonylaminothiazol -4-yl)-2-trityloxyiminoacetylamino]-3-(1-methyl-1,2,4-triazol-3-ylthiomethylthio)-3-cephem-4-carboxylic acid diphenylmethyl ester 1-oxide (1.78 g : 1.69 mMol.) in dimethylformamide (15 ml) at -20° C. is added phosphorus trichloride (0.42 ml : 4.18 mMol.), and the mixture is stirred at the same temperature for 20 minutes. The reaction mixture is poured into two layers of cold aqueous sodium hydrogen carbonate and ethyl acetate. The organi... Starting materials: C1(C(CCCCCC1)=O)=O (cyclooctane-1,2-dione), COP(OC)(=O)CC(=O)C=1N(C=CC1)C ([2-(1-Methyl-1H-pyrrol-2-yl)-2-oxo-ethyl]-phosphonic acid dimethyl ester), O.NN (hydrazine monohydrate). The product is CN1C(=CC=C1)C1=CC2=C(N=N1)CCCCCC2 (3-(1-Methyl-1H-pyrrol-2-yl)-5,6,7,8,9,10-hexahydro-cycloocta[c]pyridazine). As a reaction SMILES: [C:1]1(=O)[CH2:8][CH2:7][CH2:6][CH2:5][CH2:4][CH2:3][C:2]1=O.COP([CH2:17][C:18]([C:20]1[N:21]([CH3:25])[CH:22]=[CH:23][CH:24]=1)=O)(=O)OC.O.[NH2:27][NH2:28]>>[CH3:25][N:21]1[CH:22]=[CH:23][CH:24]=[C:20]1[C:18]1[N:28]=[N:27][C:2]2[CH2:3][CH2:4][CH2:5][CH2:6][CH2:7][CH2:8][C:1]=2[CH:17]=1 |f:2.3|. Procedure details: off-white solid. MS (ESI): 241.2 (M+). Prepared from cyclooctane-1,2-dione, [2-(1-Methyl-1H-pyrrol-2-yl)-2-oxo-ethyl]-phosphonic acid dimethyl ester, hydrazine monohydrate. Starting materials: C(C1=CC=CC=C1)C1(CCC(CC1)=O)N(C)C (4-benzyl-4-dimethylamino-cyclohexanone), C(C)N (ethylamine), [OH-].[Na+] (sodium hydroxide), C(C)(=O)O[BH-](OC(C)=O)OC(C)=O.[Na+] (sodium triacetoxyborohydride). The solvent is O1CCCC1 (tetrahydrofuran), C(C)(=O)O (acetic acid). Reaction conditions: time 8 hour. Yields the product C(C1=CC=CC=C1)C1(CCC(CC1)NCC)N(C)C (1-benzyl-N′-ethyl-N,N-dimethyl-cyclohexane-1,4-diamine). Yield: 72.5%. As a reaction SMILES: [CH2:1]([C:8]1([N:15]([CH3:17])[CH3:16])[CH2:13][CH2:12][C:11](=O)[CH2:10][CH2:9]1)[C:2]1[CH:7]=[CH:6][CH:5]=[CH:4][CH:3]=1.[CH2:18]([NH2:20])[CH3:19].C(O[BH-](OC(=O)C)OC(=O)C)(=O)C.[Na+].[OH-].[Na+]>O1CCCC1.C(O)(=O)C>[CH2:1]([C:8]1([N:15]([CH3:17])[CH3:16])[CH2:13][CH2:12][CH:11]([NH:20][CH2:18][CH3:19])[CH2:10][CH2:9]1)[C:2]1[CH:7]=[CH:6][CH:5]=[CH:4][CH:3]=1 |f:2.3,4.5|. Procedure details: 15.0 g 4-benzyl-4-dimethylamino-cyclohexanone (see example 3) were dissolved in 225 ml analytical grade tetrahydrofuran, and 2.89 g ethylamine followed by 8.40 ml glacial acetic acid were added, while stirring in an ice-bath. 19.2 g sodium triacetoxyborohydride were then added in portions in the course of 15 minutes and the mixture was subsequently stirred overnight. For working up, 110 ml two molar sodium hydroxide solution were added dropwise (pH>10) and the mixture was extracted three times w... Reactants: BrCC(=O)OC (methyl bromoacetate), [H-].[Na+] (sodium hydride), FC=1C=C(C=C(C1)F)C1NC(C(N(C1)C(=O)OC(C)(C)C)C1CCOCC1)=O (tert-butyl 5-(3,5-difluorophenyl)-3-oxo-2-(tetrahydro-2H-pyran-4-yl)piperazine-1-carboxylate), FC=1C=C(C=C(C1)F)C1NC(C(N(C1)C(=O)OC(C)(C)C)C1CCOCC1)=O (tert-butyl 5-(3,5-difluorophenyl)-3-oxo-2-(tetrahydro-2H-pyran-4-yl)piperazine-1-carboxylate), ice. Solvent: CN(C)C=O (DMF). Conditions: time 20 minute. The product is FC=1C=C(C=C(C1)F)C1N(C(C(N(C1)C(=O)OC(C)(C)C)C1CCOCC1)=O)CC(=O)OC (tert butyl 5-(3,5-difluorophenyl)-4-(2-methoxy-2-oxoethyl)-3-oxo-2-(tetrahydro-2H-pyran-4-yl)-piperazine-1-carboxylate). RXN SMILES: [H-].[Na+].[F:3][C:4]1[CH:5]=[C:6]([CH:11]2[CH2:16][N:15]([C:17]([O:19][C:20]([CH3:23])([CH3:22])[CH3:21])=[O:18])[CH:14]([CH:24]3[CH2:29][CH2:28][O:27][CH2:26][CH2:25]3)[C:13](=[O:30])[NH:12]2)[CH:7]=[C:8]([F:10])[CH:9]=1.Br[CH2:32][C:33]([O:35][CH3:36])=[O:34]>CN(C=O)C>[F:3][C:4]1[CH:5]=[C:6]([CH:11]2[CH2:16][N:15]([C:17]([O:19][C:20]([CH3:23])([CH3:22])[CH3:21])=[O:18])[CH:14]([CH:24]3[CH2:25][CH2:26][O:27][CH2:28][CH2:29]3)[C:13](=[O:30])[N:12]2[CH2:32][C:33]([O:35][CH3:36])=[O:34])[CH:7]=[C:8]([F:10])[CH:9]=1 |f:0.1|. Procedure details: At 0° C. 38 mg (0.86 mmol) sodium hydride were added to 0.30 g (0.76 mmol) tert-butyl 5-(3,5-difluorophenyl)-3-oxo-2-(tetrahydro-2H-pyran-4-yl)piperazine-1-carboxylate (isomer mixture 1) in 10 ml DMF. After 20 min, while cooling with an ice bath, 84 μl (0.86 mmol) methyl bromoacetate were added dropwise. Then the mixture was stirred for 30 min in the ice bath and for 5 h at RT. The reaction mixture was poured onto water and extracted with ethyl acetate. The organic phase was washed with water, d... Yields the product CC(C)CCNC(=O)c1ccc(N2CCN(C(=O)c3nnn(Cc4ccccc4)c3C(F)(F)F)CC2)nn1. Starting materials: O=C(O)c1nnn(Cc2ccccc2)c1C(F)(F)F, CC(C)CCNC(=O)c1ccc(N2CCNCC2)nn1. As a reaction SMILES: [CH2:1]([c:2]1[cH:3][cH:4][cH:5][cH:6][cH:7]1)[n:8]1[n:9][n:10][c:11]([C:17](=[O:18])[OH:19])[c:12]1[C:13]([F:14])([F:15])[F:16].[CH3:20][CH:21]([CH2:22][CH2:23][NH:24][C:25](=[O:26])[c:27]1[n:28][n:29][c:30]([N:33]2[CH2:34][CH2:35][NH:36][CH2:37][CH2:38]2)[cH:31][cH:32]1)[CH3:39]>>[CH2:1]([c:2]1[cH:3][cH:4][cH:5][cH:6][cH:7]1)[n:8]1[n:9][n:10][c:11]([C:17](=[O:19])[N:36]2[CH2:35][CH2:34][N:33]([c:30]3[n:29][n:28][c:27]([C:25]([NH:24][CH2:23][CH2:22][CH:21]([CH3:20])[CH3:39])=[O:26])[cH:32][cH:31]3)[CH2:38][CH2:37]2)[c:12]1[C:13]([F:14])([F:15])[F:16].